From a dataset of the Open Reaction Database (ORD), a public repository of structured organic reaction records. describe an organic reaction: reactants, conditions, products, and yield Solvent: CN(C=O)C (dimethylformamide). Isolated yield 38.6%. Yields the product CS(=O)(=O)OC1=C2CCC(NC2=CC=C1)=O (5-methanesulfonyloxy-3,4-dihydrocarbostyril). Reactants: CS(=O)(=O)Cl (methanesulfonyl chloride), OC1=C2CCC(NC2=CC=C1)=O (5-hydroxy-3,4-dihydrocarbostyril), CO (methanol), CS(=O)(=O)Cl (methanesulfonyl chloride), [OH-].[K+] (potassium hydroxide). Procedure details: 10 g of 5-hydroxy-3,4-dihydrocarbostyril was added to 100 ml of methanol having dissolved therein 3.8 g of potassium hydroxide and the mixture was stirred at room temperature for 30 minutes followed by removing methanol under reduced pressure. Benzene was added to the residue to form crystals and then benzene was removed by evaporation. The residue thus-obtained was suspended in 50 ml of dimethylformamide and 10.6 g of methanesulfonyl chloride was added dropwise to the suspension while ice-cooli... As a reaction SMILES: [OH:1][C:2]1[CH:11]=[CH:10][CH:9]=[C:8]2[C:3]=1[CH2:4][CH2:5][C:6](=[O:12])[NH:7]2.CO.[OH-].[K+].[CH3:17][S:18](Cl)(=[O:20])=[O:19]>CN(C)C=O>[CH3:17][S:18]([O:1][C:2]1[CH:11]=[CH:10][CH:9]=[C:8]2[C:3]=1[CH2:4][CH2:5][C:6](=[O:12])[NH:7]2)(=[O:20])=[O:19] |f:2.3|. Reactants: BrC1=CC(=C(C=C1)C(=O)N1[C@@H](CCC1)CN1CCCC1)F ((4-Bromo-2-fluoro-phenyl)-(2-(S)-pyrrolidin-1-ylmethyl-pyrrolidin-yl)methanone), BrC1=CC=C(C=C1)C(=O)C1CC1 ((4-Bromo-phenyl)-cyclopropyl-methanone), B1(OC(C(O1)(C)C)(C)C)B2OC(C(O2)(C)C)(C)C (bis(pinacolato) diboron). Yields the product C1(CC1)C(=O)C1=CC=C(C=C1)C1=CC(=C(C=C1)C(=O)N1[C@@H](CCC1)CN1CCCC1)F ((4′-Cyclopropanecarbonyl-3-fluoro-biphenyl-4-yl)-(2-(S)-pyrrolidin-1-ylmethyl-pyrrolidin-1-yl)-methanone). RXN SMILES: Br[C:2]1[CH:7]=[CH:6][C:5]([C:8]([N:10]2[CH2:14][CH2:13][CH2:12][C@H:11]2[CH2:15][N:16]2[CH2:20][CH2:19][CH2:18][CH2:17]2)=[O:9])=[C:4]([F:21])[CH:3]=1.Br[C:23]1[CH:28]=[CH:27][C:26]([C:29]([CH:31]2[CH2:33][CH2:32]2)=[O:30])=[CH:25][CH:24]=1.B1(B2OC(C)(C)C(C)(C)O2)OC(C)(C)C(C)(C)O1>>[CH:31]1([C:29]([C:26]2[CH:27]=[CH:28][C:23]([C:2]3[CH:7]=[CH:6][C:5]([C:8]([N:10]4[CH2:14][CH2:13][CH2:12][C@H:11]4[CH2:15][N:16]4[CH2:20][CH2:19][CH2:18][CH2:17]4)=[O:9])=[C:4]([F:21])[CH:3]=3)=[CH:24][CH:25]=2)=[O:30])[CH2:32][CH2:33]1. Reported procedure: The title compound is prepared in a manner substantially analogous to Procedures P′ and FF starting from (4-Bromo-2-fluoro-phenyl)-(2-(S)-pyrrolidin-1-ylmethyl-pyrrolidin-yl)methanone and commercially available (4-Bromo-phenyl)-cyclopropyl-methanone and bis(pinacolato) diboron. MS (M+H) 421.3